Dataset: the Open Reaction Database (ORD), a public repository of structured organic reaction records. Task: describe an organic reaction: reactants, conditions, products, and yield Reactants: FC1=C(C=CC(=C1)F)C(CC#N)O (3-(2,4-Difluoro-phenyl)-3-hydroxy-propionitrile), B.O1CCCC1 (borane tetrahydrofuran), Cl (HCl). Solvent: CO (methanol). Reaction conditions: temperature 70 celsius. Yields the product Cl.NCCC(O)C1=C(C=C(C=C1)F)F (3-Amino-1-(2,4-difluoro-phenyl)-propan-1-ol hydrochloride salt). The yield is 94.0%. As a reaction SMILES: [F:1][C:2]1[CH:7]=[C:6]([F:8])[CH:5]=[CH:4][C:3]=1[CH:9]([OH:13])[CH2:10][C:11]#[N:12].B.O1CCCC1.[ClH:20]>CO>[ClH:20].[NH2:12][CH2:11][CH2:10][CH:9]([C:3]1[CH:4]=[CH:5][C:6]([F:8])=[CH:7][C:2]=1[F:1])[OH:13] |f:1.2,5.6|. Procedure details: 3-(2,4-Difluoro-phenyl)-3-hydroxy-propionitrile (960 mg, 5.24 mmol) was slowly treated with a solution of borane-tetrahydrofuran complex (11.53 mL, 11.53 mmol, 1M in tetrahydrofuran) at 0° C. After bubbling ceased, the reaction mixture was heated to 70° C. for 3 hours. The reaction mixture was then concentrated. The white solid obtained was treated with methanol (11.5 mL), followed by HCl (2M in ether, 11.5 mL). The resulting mixture was heated to reflux for 2 hours, allowed to cool to ambient t...